From a dataset of the Open Reaction Database (ORD), a public repository of structured organic reaction records. describe an organic reaction: reactants, conditions, products, and yield The reactants are BrCc1ccccc1, O=C([O-])[O-], CCOC(=O)c1c(C(=O)OCC)c(OCC)c2ccccc2c1O, CC(C)=O, [K+], [K+]. Yields the product CCOC(=O)c1c(C(=O)OCC)c(OCc2ccccc2)c2ccccc2c1OCC. As a reaction SMILES: [Br:1][CH2:2][c:3]1[cH:4][cH:5][cH:6][cH:7][cH:8]1.[C:33](=[O:34])([O-:35])[O-:36].[CH2:9]([CH3:10])[O:11][c:12]1[c:13]([C:28](=[O:29])[O:30][CH2:31][CH3:32])[c:14]([C:23](=[O:24])[O:25][CH2:26][CH3:27])[c:15]([OH:22])[c:16]2[cH:17][cH:18][cH:19][cH:20][c:21]12.[CH3:39][C:40](=[O:41])[CH3:42].[K+:37].[K+:38]>>[CH2:2]([c:3]1[cH:4][cH:5][cH:6][cH:7][cH:8]1)[O:22][c:15]1[c:14]([C:23](=[O:24])[O:25][CH2:26][CH3:27])[c:13]([C:28](=[O:29])[O:30][CH2:31][CH3:32])[c:12]([O:11][CH2:9][CH3:10])[c:21]2[c:16]1[cH:17][cH:18][cH:19][cH:20]2. The reactants are ClC1=C(C=CC(=C1)OC1=CC=C(C=C1)Cl)C=1N=C(SC1)N (4-[2-chloro-4-(4 -chlorophenoxy)phenyl]-1,3-thiazol-2-amine), BrC=1C=C(SC1Cl)S(=O)(=O)Cl (4-bromo-5-chlorothiophene-2-sulfonyl chloride). Product: BrC=1C=C(SC1Cl)S(=O)(=O)NC=1SC=C(N1)C1=C(C=C(C=C1)OC1=CC=C(C=C1)Cl)Cl (4-Bromo-5-chloro-N-{4-[2-chloro-4-(4-chlorophenoxy)phenyl]-1,3-thiazol-2-yl}-2-thiophenesulfonamide). As a reaction SMILES: [Cl:1][C:2]1[CH:7]=[C:6]([O:8][C:9]2[CH:14]=[CH:13][C:12]([Cl:15])=[CH:11][CH:10]=2)[CH:5]=[CH:4][C:3]=1[C:16]1[N:17]=[C:18]([NH2:21])[S:19][CH:20]=1.[Br:22][C:23]1[CH:24]=[C:25]([S:29](Cl)(=[O:31])=[O:30])[S:26][C:27]=1[Cl:28]>>[Br:22][C:23]1[CH:24]=[C:25]([S:29]([NH:21][C:18]2[S:19][CH:20]=[C:16]([C:3]3[CH:4]=[CH:5][C:6]([O:8][C:9]4[CH:14]=[CH:13][C:12]([Cl:15])=[CH:11][CH:10]=4)=[CH:7][C:2]=3[Cl:1])[N:17]=2)(=[O:31])=[O:30])[S:26][C:27]=1[Cl:28]. Reported procedure: The title compound 4-[2-chloro-4-(4 -chlorophenoxy)phenyl]-1,3-thiazol-2-amine (91 mg) and 4-bromo-5-chlorothiophene-2-sulfonyl chloride (80 mg) as described in the synthetic METHOD B to give a white solid (44.4 mg) with purity >90%: MS (pos) m/z 595.3, 597.3, 599.3; MS (neg) m/z 593.2, 595.2, 597.2.